This data is from the Open Reaction Database (ORD), a public repository of structured organic reaction records. The task is: describe an organic reaction: reactants, conditions, products, and yield Reactants: BrCCSC1CCCCC1, CCOC(C)=O, CCCCCC, CCOC(C)=O, [K+], [K+], O=C([O-])[O-], CN(C)C=O, O, O=C(NCc1cccs1)c1cccnc1S. Yields the product O=C(NCc1cccs1)c1cccnc1SCCSC1CCCCC1. Reaction SMILES: [Br:23][CH2:24][CH2:25][S:26][CH:27]1[CH2:28][CH2:29][CH2:30][CH2:31][CH2:32]1.[C:39]([O:40][CH2:41][CH3:42])(=[O:43])[CH3:44].[CH3:33][CH2:34][CH2:35][CH2:36][CH2:37][CH3:38].[CH3:50][CH2:51][O:52][C:53](=[O:54])[CH3:55].[K+:1].[K+:2].[O-:3][C:4]([O-:5])=[O:6].[O:45]=[CH:46][N:47]([CH3:48])[CH3:49].[OH2:56].[SH:7][c:8]1[c:9]([C:10](=[O:11])[NH:12][CH2:13][c:14]2[s:15][cH:16][cH:17][cH:18]2)[cH:19][cH:20][cH:21][n:22]1>>[S:7]([c:8]1[c:9]([C:10](=[O:11])[NH:12][CH2:13][c:14]2[s:15][cH:16][cH:17][cH:18]2)[cH:19][cH:20][cH:21][n:22]1)[CH2:24][CH2:25][S:26][CH:27]1[CH2:28][CH2:29][CH2:30][CH2:31][CH2:32]1. As a reaction SMILES: [CH3:10][N:11]1[CH2:12][CH2:13][NH:14][CH2:15][CH2:16]1.[CH3:1][CH:2]1[CH2:3][C:4](=[O:5])[O:6][C:7](=[O:9])[CH2:8]1.[O:17]1[CH2:18][CH2:19][O:20][CH2:21][CH2:22]1>>[CH3:1][CH:2]([CH2:3][C:4](=[O:5])[N:14]1[CH2:13][CH2:12][N:11]([CH3:10])[CH2:16][CH2:15]1)[CH2:8][C:7]([OH:6])=[O:9]. Starting materials: CN1CCNCC1, CC1CC(=O)OC(=O)C1, C1COCCO1. The product is CC(CC(=O)O)CC(=O)N1CCN(C)CC1.